Dataset: the Open Reaction Database (ORD), a public repository of structured organic reaction records. Task: describe an organic reaction: reactants, conditions, products, and yield Reactants: CCCC(=O)Cl, O=C([O-])O, c1ccc2c(c1)nc1sc3c(n12)CCNC3, ClC(Cl)Cl, [Na+], c1ccncc1. Reaction SMILES: [C:23]([CH2:24][CH2:25][CH3:26])(=[O:27])[Cl:28].[C:29](=[O:30])([OH:31])[O-:32].[CH2:1]1[NH:2][CH2:3][CH2:4][c:5]2[c:6]1[s:7][c:8]1[n:9][c:10]3[c:11]([n:12]21)[cH:13][cH:14][cH:15][cH:16]3.[CH:34]([Cl:35])([Cl:36])[Cl:37].[Na+:33].[cH:17]1[cH:18][cH:19][n:20][cH:21][cH:22]1>>[CH2:1]1[N:2]([C:23]([CH2:24][CH2:25][CH3:26])=[O:27])[CH2:3][CH2:4][c:5]2[c:6]1[s:7][c:8]1[n:9][c:10]3[c:11]([n:12]21)[cH:13][cH:14][cH:15][cH:16]3. Product: CCCC(=O)N1CCc2c(sc3nc4ccccc4n23)C1. Reactants: ClC(=O)OC (methyl chloroformate), CC=1N(C(=CC1)C)C1=NN(C=C1)C (3-(2,5-dimethyl-pyrrol-1-yl)-1-methyl-1H-pyrazole), CC=1N(C(=CC1)C)C1=NN(C=C1)C (3-(2,5-dimethyl-pyrrol-1-yl)-1-methyl-1H-pyrazole), CC=1N(C(=CC1)C)C1=NN(C=C1)C (3-(2,5-dimethyl-pyrrol-1-yl)-1-methyl-1H-pyrazole), solution, C(CCC)[Li] (n-butyllithium), hexanes. Isolated yield 44.1%. Conditions: temperature -78 celsius, time 1.5 hour. Reported procedure: A solution of 3-(2,5-dimethyl-pyrrol-1-yl)-1-methyl-1H-pyrazole (Intermediate 7, 0.56 g, 3.21 mmol) (Intermediate 7) in tetrahydrofuran (26.8 mL) cooled to −78° C. was treated dropwise with a 2.5M solution of n-butyllithium in hexanes (1.44 mL, 3.60 mmol). The reaction was stirred at −78° C. for 1.5 h. After this time, the reaction was treated dropwise with methyl chloroformate (0.28 mL, 3.63 mmol). After this time, the cooling bath was removed. The reaction continued to stir for 1 h, at which t... Run in O1CCCC1 (tetrahydrofuran). Yields the product ethyl acetate hexanes, COC(=O)C=1N(N=C(C1)N1C(=CC=C1C)C)C (5-(2,5-dimethyl-pyrrol-1-yl)-2-methyl-2H-pyrazole-3-carboxylic acid methyl ester). As a reaction SMILES: [CH3:1][C:2]1[N:3]([C:8]2[CH:12]=[CH:11][N:10]([CH3:13])[N:9]=2)[C:4]([CH3:7])=[CH:5][CH:6]=1.C([Li])CCC.Cl[C:20]([O:22][CH3:23])=[O:21]>O1CCCC1>[CH3:23][O:22][C:20]([C:11]1[N:10]([CH3:13])[N:9]=[C:8]([N:3]2[C:2]([CH3:1])=[CH:6][CH:5]=[C:4]2[CH3:7])[CH:12]=1)=[O:21]. Reactants: CN(C)C=O (DMF), O (water), P(=O)(Cl)(Cl)Cl (phosphorous oxychloride), C(C)C1C=2N(C3=CC=C(C=C3N1S(=O)(=O)C1=CC(=C(C=C1)OC)C)F)C=CC2 (4-ethyl-7-fluoro-5-[(4-methoxy-3-methylphenyl)sulfonyl]-4,5-dihydropyrrolo[1,2-a]quinoxaline). The solvent is C(Cl)Cl (methylene chloride), C(Cl)Cl (methylene chloride). Reaction conditions: temperature 0 celsius, time 15 minute. Product: C(C)C1C=2N(C3=CC=C(C=C3N1S(=O)(=O)C1=CC(=C(C=C1)OC)C)F)C(=CC2)C=O (4-ethyl-7-fluoro-5-[(4-methoxy-3-methylphenyl)sulfonyl]-4,5-dihydropyrrolo[1,2-a]quinoxaline-1-carboxaldehyde). RXN SMILES: CN([CH:4]=[O:5])C.P(Cl)(Cl)(Cl)=O.[CH2:11]([CH:13]1[N:22]([S:23]([C:26]2[CH:31]=[CH:30][C:29]([O:32][CH3:33])=[C:28]([CH3:34])[CH:27]=2)(=[O:25])=[O:24])[C:21]2[C:16](=[CH:17][CH:18]=[C:19]([F:35])[CH:20]=2)[N:15]2[CH:36]=[CH:37][CH:38]=[C:14]12)[CH3:12].O>C(Cl)Cl>[CH2:11]([CH:13]1[N:22]([S:23]([C:26]2[CH:31]=[CH:30][C:29]([O:32][CH3:33])=[C:28]([CH3:34])[CH:27]=2)(=[O:25])=[O:24])[C:21]2[C:16](=[CH:17][CH:18]=[C:19]([F:35])[CH:20]=2)[N:15]2[C:36]([CH:4]=[O:5])=[CH:37][CH:38]=[C:14]12)[CH3:12]. Procedure details: To a 25 ml round bottom flask under nitrogen charged with 10 ml of methylene chloride was added 0.1 ml (1.25 mmol) of DMF and cooled to 0° C. Added 0.12 ml of phosphorous oxychloride and stirred for 15 minutes. 0.40 g (1 mmol) of the product from Example 18 was added and the mixture was stirred at room temperature for 16 hours. At the end of this time added 5 ml of water and stirred vigorously an additional 0.5 hr. The solution was diluted with methylene chloride and the layers separated. The aq... The reactants are BrC1=CC=2N(C=C1)C(=CN2)C(=O)NC2=C1C(=NN(C1=CC=C2)CC2=NC(=CC=C2)C)CC (7-Bromo-N-(3-ethyl-1-((6-methylpyridin-2-yl)methyl)-1H-indazol-4-yl)imidazo[1,2-a]pyridine-3-carboxamide), N=1C=CN2C1CN(CC2)C(=O)OC(C)(C)C (tert-butyl 5,6-dihydroimidazo[1,2-a]pyrazine-7(8H)-carboxylate), C(=O)([O-])[O-].[K+].[K+] (K2CO3). The reagents and catalysts are C=1C=CC(=CC1)[P](C=2C=CC=CC2)(C=3C=CC=CC3)[Pd]([P](C=4C=CC=CC4)(C=5C=CC=CC5)C=6C=CC=CC6)([P](C=7C=CC=CC7)(C=8C=CC=CC8)C=9C=CC=CC9)[P](C=1C=CC=CC1)(C=1C=CC=CC1)C=1C=CC=CC1 (Pd(PPh3)4), C(C)(=O)[O-].C(C)(=O)[O-].[Pd+2] (palladium diacetate). Solvent: CN(C)C=O (DMF). Run at temperature 140 celsius. Yields the product C(C)C1=NN(C2=CC=CC(=C12)NC(=O)C1=CN=C2N1C=CC(=C2)C2=CN=C1N2CCNC1)CC1=NC(=CC=C1)C (N-(3-ethyl-1-((6-methylpyridin-2-yl)methyl)-1H-indazol-4-yl)-7-(5,6,7,8-tetrahydroimidazo[1,2-a]pyrazin-3-yl)imidazo[1,2-a]pyridine-3-carboxamide). The yield is 26.3%. RXN SMILES: Br[C:2]1[CH:7]=[CH:6][N:5]2[C:8]([C:11]([NH:13][C:14]3[CH:22]=[CH:21][CH:20]=[C:19]4[C:15]=3[C:16]([CH2:31][CH3:32])=[N:17][N:18]4[CH2:23][C:24]3[CH:29]=[CH:28][CH:27]=[C:26]([CH3:30])[N:25]=3)=[O:12])=[CH:9][N:10]=[C:4]2[CH:3]=1.[N:33]1[CH:34]=[CH:35][N:36]2[CH2:41][CH2:40][N:39](C(OC(C)(C)C)=O)[CH2:38][C:37]=12.C([O-])([O-])=O.[K+].[K+]>CN(C=O)C.C1C=CC([P]([Pd]([P](C2C=CC=CC=2)(C2C=CC=CC=2)C2C=CC=CC=2)([P](C2C=CC=CC=2)(C2C=CC=CC=2)C2C=CC=CC=2)[P](C2C=CC=CC=2)(C2C=CC=CC=2)C2C=CC=CC=2)(C2C=CC=CC=2)C2C=CC=CC=2)=CC=1.C([O-])(=O)C.C([O-])(=O)C.[Pd+2]>[CH2:31]([C:16]1[C:15]2[C:19](=[CH:20][CH:21]=[CH:22][C:14]=2[NH:13][C:11]([C:8]2[N:5]3[CH:6]=[CH:7][C:2]([C:35]4[N:36]5[CH2:41][CH2:40][NH:39][CH2:38][C:37]5=[N:33][CH:34]=4)=[CH:3][C:4]3=[N:10][CH:9]=2)=[O:12])[N:18]([CH2:23][C:24]2[CH:29]=[CH:28][CH:27]=[C:26]([CH3:30])[N:25]=2)[N:17]=1)[CH3:32] |f:2.3.4,7.8.9,^1:63,65,84,103|. Procedure: 7-Bromo-N-(3-ethyl-1-((6-methylpyridin-2-yl)methyl)-1H-indazol-4-yl)imidazo[1,2-a]pyridine-3-carboxamide (prepared as in Example 127, Step A; 50 mg, 0.10 mmol) in DMF (4 mL) was added tert-butyl 5,6-dihydroimidazo[1,2-a]pyrazine-7(8H)-carboxylate (68 mg, 0.31 mmol), Pd(PPh3)4 (12 mg, 0.01 mmol), palladium diacetate (2.3 mg, 0.010 mmol) and K2CO3 (42 mg, 0.31 mmol). The reaction mixture was purged with argon and the reaction vial was sealed and the mixture was heated to 140° C. for 3 hours. The m... The reactants are [N+](=O)([O-])C=1N(C=CN1)CC(CN1CC2OC2C1)O (α-[(2-Nitro-1H-imidazol-1-yl)methyl)-6-oxa-3-azabicyclo[3.1.0]-hexane-3-ethanol), Br (hydrogen bromide). Run in C(C)O (ethanol), C(C)O (ethanol). The product is Br.[N+](=O)([O-])C=1N(C=CN1)CC(CN1CC2OC2C1)O (α-[(2-Nitro-1H-imidazol-1-yl)methyl)-6-oxa-3-azabicyclo[3.1.0]hexane-3-ethanol, hydrobromide), hydrobromide salt. As a reaction SMILES: [N+:1]([C:4]1[N:5]([CH2:9][CH:10]([OH:18])[CH2:11][N:12]2[CH2:17][CH:16]3[CH:14]([O:15]3)[CH2:13]2)[CH:6]=[CH:7][N:8]=1)([O-:3])=[O:2].[BrH:19]>C(O)C>[BrH:19].[N+:1]([C:4]1[N:5]([CH2:9][CH:10]([OH:18])[CH2:11][N:12]2[CH2:13][CH:14]3[CH:16]([O:15]3)[CH2:17]2)[CH:6]=[CH:7][N:8]=1)([O-:3])=[O:2] |f:3.4|. Procedure: To a warm solution of 0.2 g of α-[(2-Nitro-1H-imidazol-1-yl)methyl)-6-oxa-3-azabicyclo[3.1.0]-hexane-3-ethanol in 3 ml of ethanol was added excess hydrogen bromide in ethanol. The solution was cooled and the resulting crystals collected to provide the title compound as the hydrobromide salt, mp 152-153 (dec). Run at temperature 140 celsius, time 20 hour. Procedure details: 138.2 g of potassium carbonate, 21.2 g of sodium carbonate, 198 g of tetrafluoropropanol and 124 g of 4-fluorobenzaldehyde are introduced at room temperature under argon protective gas and heated for 20 hours at 140° C. The boiling point of the reaction mixture is initially 125° C. As the reaction progresses, the internal temperature rises to 140° C. After 20 hours, the mixture is cooled to 25° C and filtered. This gives 229.6 g of filtrate containing 72% of 4-(2,2,3,3-tetrafluoropropoxy)benzald... The product is FC(COC1=CC=C(C=O)C=C1)(C(F)F)F (4-(2,2,3,3-tetrafluoropropoxy)benzaldehyde). Starting materials: C([O-])([O-])=O.[K+].[K+] (potassium carbonate), C([O-])([O-])=O.[Na+].[Na+] (sodium carbonate), FC(C(O)(F)F)(C)F (tetrafluoropropanol), FC1=CC=C(C=O)C=C1 (4-fluorobenzaldehyde). The yield is 80.0%. Reaction SMILES: C(=O)([O-])[O-:2].[K+].[K+].C(=O)([O-])[O-].[Na+].[Na+].[F:13][C:14]([F:20])([CH3:19])[C:15]([F:18])([F:17])O.F[C:22]1[CH:29]=[CH:28][C:25]([CH:26]=[O:27])=[CH:24][CH:23]=1>>[F:13][C:14]([F:20])([CH:15]([F:18])[F:17])[CH2:19][O:2][C:22]1[CH:29]=[CH:28][C:25]([CH:26]=[O:27])=[CH:24][CH:23]=1 |f:0.1.2,3.4.5|.